Dataset: the Open Reaction Database (ORD), a public repository of structured organic reaction records. Task: describe an organic reaction: reactants, conditions, products, and yield Reactants: Cc1ccccc1, ClCc1cccc(Cl)n1, COc1ccnc(CCl)c1, c1ccc(P(c2ccccc2)c2ccccc2)cc1. The product is COc1ccnc(C[P+](c2ccccc2)(c2ccccc2)c2ccccc2)c1, [Cl-]. RXN SMILES: [CH3:39][c:40]1[cH:41][cH:42][cH:43][cH:44][cH:45]1.[Cl:11][c:12]1[n:13][c:14]([CH2:15][Cl:16])[cH:17][cH:18][cH:19]1.[Cl:1][CH2:2][c:3]1[n:4][cH:5][cH:6][c:7]([O:9][CH3:10])[cH:8]1.[c:20]1([P:26]([c:27]2[cH:28][cH:29][cH:30][cH:31][cH:32]2)[c:33]2[cH:34][cH:35][cH:36][cH:37][cH:38]2)[cH:21][cH:22][cH:23][cH:24][cH:25]1>>[CH2:2]([c:3]1[n:4][cH:5][cH:6][c:7]([O:9][CH3:10])[cH:8]1)[P+:26]([c:20]1[cH:21][cH:22][cH:23][cH:24][cH:25]1)([c:27]1[cH:28][cH:29][cH:30][cH:31][cH:32]1)[c:33]1[cH:34][cH:35][cH:36][cH:37][cH:38]1.[Cl-:1]. Starting materials: [Al+3], C1CCOC1, ClCCl, [H-], [H-], [H-], [H-], [Li+], CC(CN1C(=O)CCc2cc(N)ccc21)N1CCCC1, [Na+], [Na+], [Na+], O=S(=O)([O-])[O-], [OH-]. Yields the product CC(CN1CCCc2cc(N)ccc21)N1CCCC1. Reaction SMILES: [Al+3:22].[CH2:36]1[O:37][CH2:38][CH2:39][CH2:40]1.[Cl:41][CH2:42][Cl:43].[H-:21].[H-:24].[H-:25].[H-:26].[Li+:23].[NH2:1][c:2]1[cH:3][c:4]2[c:9]([cH:10][cH:11]1)[N:8]([CH2:12][CH:13]([CH3:14])[N:15]1[CH2:16][CH2:17][CH2:18][CH2:19]1)[C:7](=[O:20])[CH2:6][CH2:5]2.[Na+:28].[Na+:29].[Na+:30].[O-:31][S:32]([O-:33])(=[O:34])=[O:35].[OH-:27]>>[NH2:1][c:2]1[cH:3][c:4]2[c:9]([cH:10][cH:11]1)[N:8]([CH2:12][CH:13]([CH3:14])[N:15]1[CH2:16][CH2:17][CH2:18][CH2:19]1)[CH2:7][CH2:6][CH2:5]2. Starting materials: Fc1ccc(N(Cc2ccccc2)Cc2ccccc2)c(F)c1-c1n[nH]cc1-c1ccncc1, CO, [OH-], [OH-], [Pd+2]. Product: Nc1ccc(F)c(-c2n[nH]cc2-c2ccncc2)c1F. As a reaction SMILES: [CH2:1]([N:8]([CH2:2][c:3]1[cH:4][cH:5][cH:6][cH:7][cH:28]1)[c:9]1[c:10]([F:27])[c:11](-[c:16]2[n:17][nH:18][cH:19][c:20]2-[c:21]2[cH:22][cH:23][n:24][cH:25][cH:26]2)[c:12]([F:15])[cH:13][cH:14]1)[c:29]1[cH:30][cH:31][cH:32][cH:33][cH:34]1.[CH3:35][OH:36].[OH-:37].[OH-:39].[Pd+2:38]>>[NH2:8][c:9]1[c:10]([F:27])[c:11](-[c:16]2[n:17][nH:18][cH:19][c:20]2-[c:21]2[cH:22][cH:23][n:24][cH:25][cH:26]2)[c:12]([F:15])[cH:13][cH:14]1. Run at temperature -25 celsius, time 20 minute. Yields the product C1(=CC=CC=C1)CCCC1(SCCCS1)CCCC1=CC=CC=C1 (2,2-Di-(3-phenylpropyl)-1,3-dithiane). Starting materials: C(C)(CC)[Li] (secbutyllithium), C1(=CC=CC=C1)CCCC1SCCCS1 (2-(3-phenylpropyl)-1,3-dithiane), BrCCCC1=CC=CC=C1 (1-bromo-3-phenylpropane). Procedure: A solution of 1.0 g (4.2 mmol) of 2-(3-phenylpropyl)-1,3-dithiane in 25 ml of dry tetrahydrofuran was cooled to -78° C., and treated with 3.23 ml (4.2 mmol) of secbutyllithium. The resulting solution was stirred at -25° C. for 20 min, recooled to -78° C., and treated with 0.64 ml (4.2 mmol) of 1-bromo-3-phenylpropane. After being stirred at -78° C. for 15 min, the solution was allowed to stir overnight at ambient temperature. The solution was partitioned between ether and aqueous ammonium chlori... The solvent is O1CCCC1 (tetrahydrofuran). Reaction SMILES: [C:1]1([CH2:7][CH2:8][CH2:9][CH:10]2[S:15][CH2:14][CH2:13][CH2:12][S:11]2)[CH:6]=[CH:5][CH:4]=[CH:3][CH:2]=1.C([Li])(CC)C.Br[CH2:22][CH2:23][CH2:24][C:25]1[CH:30]=[CH:29][CH:28]=[CH:27][CH:26]=1>O1CCCC1>[C:1]1([CH2:7][CH2:8][CH2:9][C:10]2([CH2:22][CH2:23][CH2:24][C:25]3[CH:30]=[CH:29][CH:28]=[CH:27][CH:26]=3)[S:11][CH2:12][CH2:13][CH2:14][S:15]2)[CH:2]=[CH:3][CH:4]=[CH:5][CH:6]=1. The product is Fc1ccc(-c2ccc(Br)cn2)cc1. Reactants: Brc1ccc(Br)nc1, COCCOC, OB(O)c1ccc(F)cc1, [Na+], [Na+], O=C([O-])[O-], c1ccc(P(c2ccccc2)(c2ccccc2)[Pd](P(c2ccccc2)(c2ccccc2)c2ccccc2)(P(c2ccccc2)(c2ccccc2)c2ccccc2)P(c2ccccc2)(c2ccccc2)c2ccccc2)cc1. As a reaction SMILES: [Br:1][c:2]1[n:3][cH:4][c:5]([Br:8])[cH:6][cH:7]1.[CH3:19][O:20][CH2:21][CH2:22][O:23][CH3:24].[F:9][c:10]1[cH:11][cH:12][c:13]([B:16]([OH:17])[OH:18])[cH:14][cH:15]1.[Na+:25].[Na+:26].[O-:27][C:28](=[O:29])[O-:30].[cH:31]1[cH:32][cH:33][c:34]([P:35]([Pd:36]([P:37]([c:38]2[cH:39][cH:40][cH:41][cH:42][cH:43]2)([c:44]2[cH:45][cH:46][cH:47][cH:48][cH:49]2)[c:50]2[cH:51][cH:52][cH:53][cH:54][cH:55]2)([P:56]([c:57]2[cH:58][cH:59][cH:60][cH:61][cH:62]2)([c:63]2[cH:64][cH:65][cH:66][cH:67][cH:68]2)[c:69]2[cH:70][cH:71][cH:72][cH:73][cH:74]2)[P:75]([c:76]2[cH:77][cH:78][cH:79][cH:80][cH:81]2)([c:82]2[cH:83][cH:84][cH:85][cH:86][cH:87]2)[c:88]2[cH:89][cH:90][cH:91][cH:92][cH:93]2)([c:94]2[cH:95][cH:96][cH:97][cH:98][cH:99]2)[c:100]2[cH:101][cH:102][cH:103][cH:104][cH:105]2)[cH:106][cH:107]1>>[c:2]1(-[c:13]2[cH:12][cH:11][c:10]([F:9])[cH:15][cH:14]2)[n:3][cH:4][c:5]([Br:8])[cH:6][cH:7]1. The reactants are CC1=C(C=C(N)C=C1)N1C=CN2N=C(C=C21)C=2C=NC=CC2 (4-Methyl-3-[6-(pyridin-3-yl)-1H-imidazo[1,2-b]pyrazol-1-yl]aniline), FC(C(=O)O)(F)F.FS(C=1C=C(C(=O)O)C=C(C1)CN1CCCC1)(F)(F)(F)F (3-(Pentafluoro-λ6-sulphanyl)-5-(pyrrolidin-1-ylmethyl)benzoic acid trifluoroacetate). Product: CC1=C(C=C(C=C1)NC(C1=CC(=CC(=C1)CN1CCCC1)S(F)(F)(F)(F)F)=O)N1C=CN2N=C(C=C21)C=2C=NC=CC2 (N-{4-Methyl-3-[6-(pyridin-3-yl)-1H-imidazo[1,2-b]pyrazol-1-yl]phenyl}-3-(pentafluoro-λ6-sulphanyl)-5-(pyrrolidin-1-ylmethyl)benzamide). As a reaction SMILES: [CH3:1][C:2]1[CH:8]=[CH:7][C:5]([NH2:6])=[CH:4][C:3]=1[N:9]1[C:16]2[N:12]([N:13]=[C:14]([C:17]3[CH:18]=[N:19][CH:20]=[CH:21][CH:22]=3)[CH:15]=2)[CH:11]=[CH:10]1.FC(F)(F)C(O)=O.[F:30][S:31]([F:50])([F:49])([F:48])([F:47])[C:32]1[CH:33]=[C:34]([CH:38]=[C:39]([CH2:41][N:42]2[CH2:46][CH2:45][CH2:44][CH2:43]2)[CH:40]=1)[C:35](O)=[O:36]>>[CH3:1][C:2]1[CH:8]=[CH:7][C:5]([NH:6][C:35](=[O:36])[C:34]2[CH:38]=[C:39]([CH2:41][N:42]3[CH2:46][CH2:45][CH2:44][CH2:43]3)[CH:40]=[C:32]([S:31]([F:50])([F:49])([F:48])([F:30])[F:47])[CH:33]=2)=[CH:4][C:3]=1[N:9]1[C:16]2[N:12]([N:13]=[C:14]([C:17]3[CH:18]=[N:19][CH:20]=[CH:21][CH:22]=3)[CH:15]=2)[CH:11]=[CH:10]1 |f:1.2|. Reported procedure: 45 mg (0.16 mmol) of the compound of Example 6A and 70 mg (0.16 mmol) of the compound of Example 38A were reacted analogously to the procedure of Example 16, except that here the reaction was, after the reaction had ended, directly separated into its components by preparative HPLC (Method 15). The product-containing fractions were combined and concentrated under reduced pressure, and the residue was dissolved in ethyl acetate and washed successively with saturated potassium carbonate solution an...